Task: describe an organic reaction: reactants, conditions, products, and yield. Dataset: the Open Reaction Database (ORD), a public repository of structured organic reaction records Starting materials: FC(C(=O)O)(F)F (Trifluoroacetic acid), C(C)(C)(C)OC(=O)N1CCC(CC1)OC1=CC(=CC=C1)Cl (4-(3-Chlorophenoxy)-piperidine-1-carboxylic acid tert-butyl ester). Run at time 15 minute. Product: C(C)(C)(C)OC(=O)N1CCC(CC1)O (4-hydroxypiperidine-1-carboxylic acid tert-butyl ester). RXN SMILES: FC(F)(F)C(O)=O.[C:8]([O:12][C:13]([N:15]1[CH2:20][CH2:19][CH:18]([O:21]C2C=CC=C(Cl)C=2)[CH2:17][CH2:16]1)=[O:14])([CH3:11])([CH3:10])[CH3:9]>>[C:8]([O:12][C:13]([N:15]1[CH2:20][CH2:19][CH:18]([OH:21])[CH2:17][CH2:16]1)=[O:14])([CH3:11])([CH3:9])[CH3:10]. Reported procedure: Trifluoroacetic acid (40 ML) was added to crude carbamate 10.5 (18.6 g; 59.7 mmol) cooled in an ice-water bath. After 1 min the reaction was stirred at rt for 15 min, then concentrated on a rotary evaporator. Ether (200 mL) was added and this washed with 3 M NaOH (3×50 mL) and water (50 mL). The product was extracted into 1 M HCl (3×50 mL) and the aq phase was basified with 3 M NaOH (60 mL). The free base was extracted into DCM (1×50 mL then 2×25 mL), dried (MgSO4), filtered and concentrated to ... Starting materials: CC1OC2=C(C1)C=C(C=C2C(=O)OC)S(N)(=O)=O (methyl 2-methyl-5-sulfamoyl-2,3-dihydrobenzofuran-7-carboxylate), C(C)N1C(CCC1)CN (1-ethyl-2-aminomethylpyrrolidine), O (water). Solvent: C(COCCO)O (diethylene glycol). Run at time 18 hour. Yields the product C(C)N1C(CCC1)CNC(=O)C1=CC(=CC=2CC(OC21)C)S(N)(=O)=O (N-(1-ethyl-2-pyrrolidinylmethyl)-2-methyl-5-sulfamoyl-2,3-dihydrobenzofuran-7-carboxamide). Reaction SMILES: [CH3:1][CH:2]1[CH2:6][C:5]2[CH:7]=[C:8]([S:15](=[O:18])(=[O:17])[NH2:16])[CH:9]=[C:10]([C:11]([O:13]C)=O)[C:4]=2[O:3]1.[CH2:19]([N:21]1[CH2:25][CH2:24][CH2:23][CH:22]1[CH2:26][NH2:27])[CH3:20].O>C(O)COCCO>[CH2:19]([N:21]1[CH2:25][CH2:24][CH2:23][CH:22]1[CH2:26][NH:27][C:11]([C:10]1[C:4]2[O:3][CH:2]([CH3:1])[CH2:6][C:5]=2[CH:7]=[C:8]([S:15](=[O:18])(=[O:17])[NH2:16])[CH:9]=1)=[O:13])[CH3:20]. Reported procedure: A suspension of 10 g of methyl 2-methyl-5-sulfamoyl-2,3-dihydrobenzofuran-7-carboxylate and 7.0 g of 1-ethyl-2-aminomethylpyrrolidine in 50 ml of diethylene glycol is heated at 120°-130° C. and stirred for 18 hours. The reactant solution is cooled to room temperature and added slowly with stirring to 300-400 ml of water. Under ice-cooling crystals are thoroughly deposited. The crude crystals are collected by suction filtration and washed with cold water. The crude crystals obtained are dried and... Reactants: CCN1CC=C(c2cccc(C(F)(F)F)c2F)CC1, CO, Cl. Product: CCN1CCC(c2cccc(C(F)(F)F)c2F)CC1. Reaction SMILES: [CH2:1]([CH3:2])[N:3]1[CH2:4][CH2:5][C:6]([c:9]2[c:10]([F:19])[c:11]([C:15]([F:16])([F:17])[F:18])[cH:12][cH:13][cH:14]2)=[CH:7][CH2:8]1.[CH3:21][OH:22].[ClH:20]>>[CH2:1]([CH3:2])[N:3]1[CH2:4][CH2:5][CH:6]([c:9]2[c:10]([F:19])[c:11]([C:15]([F:16])([F:17])[F:18])[cH:12][cH:13][cH:14]2)[CH2:7][CH2:8]1. Starting materials: BrCC(=O)C1=CC=CC=C1 (2-bromoacetophenone), C(C)OC(CC(C1CCC(CC1)CCC)=O)=O (3-oxo-3-(4-propyl-cyclohexyl)-propionic acid ethyl ester), [H-].[Na+] (NaH). The solvent is C1CCOC1 (THF), C1CCOC1 (THF), [Cl-].[Na+].O (brine). Run at temperature 0 celsius, time 1 hour. The product is C(C)OC(C(CC(C1=CC=CC=C1)=O)C(=O)C1CCC(CC1)CCC)=O (4-oxo-4-phenyl-2-(4-propyl-cyclohexanecarbonyl)-butyric acid ethyl ester). The yield is 115.5%. Reaction SMILES: [H-].[Na+].[CH2:3]([O:5][C:6](=[O:19])[CH2:7][C:8](=[O:18])[CH:9]1[CH2:14][CH2:13][CH:12]([CH2:15][CH2:16][CH3:17])[CH2:11][CH2:10]1)[CH3:4].Br[CH2:21][C:22]([C:24]1[CH:29]=[CH:28][CH:27]=[CH:26][CH:25]=1)=[O:23]>C1COCC1.[Cl-].[Na+].O>[CH2:3]([O:5][C:6](=[O:19])[CH:7]([C:8]([CH:9]1[CH2:10][CH2:11][CH:12]([CH2:15][CH2:16][CH3:17])[CH2:13][CH2:14]1)=[O:18])[CH2:21][C:22](=[O:23])[C:24]1[CH:29]=[CH:28][CH:27]=[CH:26][CH:25]=1)[CH3:4] |f:0.1,5.6.7|. Procedure details: To a stirred slurry of 0.92 g (23 mmol) NaH, 60% dispersion in mineral oil, in 30 mL anhydrous THF, cooled 0° C. in ice, 5.12 g (21.3 mmol) 3-oxo-3-(4-propyl-cyclohexyl)-propionic acid ethyl ester from Step 2 was added dropwise over the course of 60 min. The reaction was stirred at 0° C. for 1 hr. 2-bromoacetophenone (5.57 g, 28 mmol) in 12 mL anhydrous THF was then added dropwise at 0° C. and the reaction was allowed to stir at room temperature over 5 days. The reaction was poured into brine, e...